Dataset: the Open Reaction Database (ORD), a public repository of structured organic reaction records. Task: describe an organic reaction: reactants, conditions, products, and yield Reactants: CCN=C=NCCCN(C)C, CN(C)C=O, O=C(O)C1COCN1C(=O)Nc1ccc(Cl)cc1, Cl, Nc1ccc(N2CCOCC2=O)cc1, [Na+], O=C([O-])O. Yields the product O=C(Nc1ccc(N2CCOCC2=O)cc1)C1COCN1C(=O)Nc1ccc(Cl)cc1. Reaction SMILES: [CH3:2][N:3]([CH3:4])[CH2:5][CH2:6][CH2:7][N:8]=[C:9]=[N:10][CH2:11][CH3:12].[CH3:50][N:51]([CH3:52])[CH:53]=[O:54].[Cl:13][c:14]1[cH:15][cH:16][c:17]([NH:20][C:21](=[O:22])[N:23]2[CH2:24][O:25][CH2:26][CH:27]2[C:28](=[O:29])[OH:30])[cH:18][cH:19]1.[ClH:1].[NH2:31][c:32]1[cH:33][cH:34][c:35]([N:38]2[C:39](=[O:44])[CH2:40][O:41][CH2:42][CH2:43]2)[cH:36][cH:37]1.[Na+:45].[OH:46][C:47](=[O:48])[O-:49]>>[Cl:13][c:14]1[cH:15][cH:16][c:17]([NH:20][C:21](=[O:22])[N:23]2[CH2:24][O:25][CH2:26][CH:27]2[C:28](=[O:30])[NH:31][c:32]2[cH:33][cH:34][c:35]([N:38]3[C:39](=[O:44])[CH2:40][O:41][CH2:42][CH2:43]3)[cH:36][cH:37]2)[cH:18][cH:19]1. Reactants: NCCNC(=O)C=1SC=CC1NC1=C2C(=NC=C1)NC=C2 (3-(1H-Pyrrolo[2,3-b]pyridin-4-ylamino)-thiophene-2-carboxylic acid (2-amino-ethyl)-amide), C(C)(C)N(CC)C(C)C (diisopropylethylamine), C(C1=CC=CC=C1)(=O)Cl (benzoyl chloride). Run in C(Cl)Cl (methylene chloride). Conditions: time 30 minute. The product is C(C1=CC=CC=C1)(=O)NCCNC(=O)C=1SC=CC1NC1=C2C(=NC=C1)NC=C2 (3-(1H-Pyrrolo[2,3-b]pyridin-4-ylamino)-thiophene-2-carboxylic acid (2-benzoylamino-ethyl)-amide). Yield: 98.7%. RXN SMILES: [NH2:1][CH2:2][CH2:3][NH:4][C:5]([C:7]1[S:8][CH:9]=[CH:10][C:11]=1[NH:12][C:13]1[CH:18]=[CH:17][N:16]=[C:15]2[NH:19][CH:20]=[CH:21][C:14]=12)=[O:6].C(N(C(C)C)CC)(C)C.[C:31](Cl)(=[O:38])[C:32]1[CH:37]=[CH:36][CH:35]=[CH:34][CH:33]=1>C(Cl)Cl>[C:31]([NH:1][CH2:2][CH2:3][NH:4][C:5]([C:7]1[S:8][CH:9]=[CH:10][C:11]=1[NH:12][C:13]1[CH:18]=[CH:17][N:16]=[C:15]2[NH:19][CH:20]=[CH:21][C:14]=12)=[O:6])(=[O:38])[C:32]1[CH:37]=[CH:36][CH:35]=[CH:34][CH:33]=1. Reported procedure: To a solution of 3-(1H-Pyrrolo[2,3-b]pyridin-4-ylamino)-thiophene-2-carboxylic acid (2-amino-ethyl)-amide (40 mg, 0.12 mmol) and diisopropylethylamine (0.1 mL, 0.59 mmol) in methylene chloride (1.0 mL) was added benzoyl chloride (15 uL, 0.13 mmol) and stirred at room temperature for 30 min. The crude reaction was purified by ISCO Companion (silica, (silica, 0-5% methanol, methylene chloride, 1% ammonium hydroxide) to afford 3-(1H-Pyrrolo[2,3-b]pyridin-4-ylamino)-thiophene-2-carboxylic acid (2-be... Starting materials: C(=CCCCCCCCCCC)C1C(=O)OC(C1)=O (dodecenylsuccinic anhydride), C(C=C)O (allylalcohol). The product is monoallyl ester, C(CCCCCCCCCCC)C(C(=O)O)CC(=O)O (dodecylsuccinic acid). As a reaction SMILES: [CH:1]([CH:13]1[CH2:18][C:17](=[O:19])[O:16][C:14]1=[O:15])=[CH:2][CH2:3][CH2:4][CH2:5][CH2:6][CH2:7][CH2:8][CH2:9][CH2:10][CH2:11][CH3:12].C([OH:23])C=C>>[CH2:1]([CH:13]([CH2:18][C:17]([OH:16])=[O:19])[C:14]([OH:23])=[O:15])[CH2:2][CH2:3][CH2:4][CH2:5][CH2:6][CH2:7][CH2:8][CH2:9][CH2:10][CH2:11][CH3:12]. Procedure: In a 4-necked flask 1 mole of dodecenylsuccinic anhydride and 1 mole of allylalcohol were reacted together at 110°±5 ° C. for 2 hours to form a monoallyl ester of dodecylsuccinic acid. The product thus obtained was then converted to its triethanolamine salt whihc is a viscous yellowish brown liquid having a good self-emulsifiability in water. The reactants are FC1=C(C(=CC=C1)F)N1C(C=CC2=C1N=C(N=C2C=2C=C(C(=O)NCC1=CC=CC=C1)C=CC2C)SC)=O (3-[8-(2,6-difluorophenyl)-2-(methylthio)-7-oxo-7,8-dihydropyrido[2,3-d]pyrimidin-4-yl]-4-methyl-N-(phenylmethyl)benzamide), ClC=1C=C(C(=O)OO)C=CC1 (3-chloroperoxybenzoic acid). The solvent is C(Cl)Cl (CH2Cl2), CCOC(=O)C (EtOAc). Run at time 10 minute. Yields the product FC1=C(C(=CC=C1)F)N1C(C=CC2=C1N=C(N=C2C=2C=C(C(=O)NCC1=CC=CC=C1)C=CC2C)S(=O)C)=O (3-[8-(2,6-difluorophenyl)-2-(methylsulfinyl)-7-oxo-7,8-dihydropyrido[2,3-d]pyrimidin-4-yl]-4-methyl-N-(phenylmethyl)benzamide). As a reaction SMILES: [F:1][C:2]1[CH:7]=[CH:6][CH:5]=[C:4]([F:8])[C:3]=1[N:9]1[C:14]2[N:15]=[C:16]([S:36][CH3:37])[N:17]=[C:18]([C:19]3[CH:20]=[C:21]([CH:32]=[CH:33][C:34]=3[CH3:35])[C:22]([NH:24][CH2:25][C:26]3[CH:31]=[CH:30][CH:29]=[CH:28][CH:27]=3)=[O:23])[C:13]=2[CH:12]=[CH:11][C:10]1=[O:38].ClC1C=C(C=CC=1)C(OO)=[O:44]>C(Cl)Cl.CCOC(C)=O>[F:8][C:4]1[CH:5]=[CH:6][CH:7]=[C:2]([F:1])[C:3]=1[N:9]1[C:14]2[N:15]=[C:16]([S:36]([CH3:37])=[O:44])[N:17]=[C:18]([C:19]3[CH:20]=[C:21]([CH:32]=[CH:33][C:34]=3[CH3:35])[C:22]([NH:24][CH2:25][C:26]3[CH:31]=[CH:30][CH:29]=[CH:28][CH:27]=3)=[O:23])[C:13]=2[CH:12]=[CH:11][C:10]1=[O:38]. Procedure: 3-[8-(2,6-difluorophenyl)-2-(methylthio)-7-oxo-7,8-dihydropyrido[2,3-d]pyrimidin-4-yl]-4-methyl-N-(phenylmethyl)benzamide (0.12 g 0.227 mmol) was dissolved in CH2Cl2 (5 mL) and 50-60% 3-chloroperoxybenzoic acid (0.106 g, 0.34 mmol) was added and the mixture stirred for 10 min. The solvents were pumped off, and the residue taken up in EtOAc and washed with H2O, brine, dried over anhydrous Na2SO4 filtered and evaporated. The crude product which contained a small amount of sulfone, was flashed on s... Reactants: CC=1C=C(C=C(C1)C)SC1=C(N=C(N1COCCO)C)C(C)C (5-(3,5-dimethylphenylthio)-4-isopropyl-1-(2-hydroxyethoxymethyl)-2-methyl-1H-imidazole), C(CCCCCCCCC(=O)[O-])(=O)OCC[Si](C)(C)C (Mono-[2-(trimethylsilanyl)ethyl] sebacate), N,N-dimethylaminopyridine, C1(CCCCC1)N=C=NC1CCCCC1 (1,3-dicyclohexylcarbodiimide). The solvent is C(Cl)Cl (methylene chloride). Run at time 18 hour. Product: C(CCCCCCCCC(=O)OCC[Si](C)(C)C)(=O)OCCOCN1C(=NC(=C1SC1=CC(=CC(=C1)C)C)C(C)C)C (2 -[5-(3,5-Dimethylphenylthio)-4-isopropyl-2-methyl-imidazol- 1-ylmethoxy]ethyl 2-(trimethylsilanyl)ethyl sebacate). The yield is 93.7%. Reaction SMILES: [CH3:1][C:2]1[CH:3]=[C:4]([S:9][C:10]2[N:14]([CH2:15][O:16][CH2:17][CH2:18][OH:19])[C:13]([CH3:20])=[N:12][C:11]=2[CH:21]([CH3:23])[CH3:22])[CH:5]=[C:6]([CH3:8])[CH:7]=1.[C:24]([O:37][CH2:38][CH2:39][Si:40]([CH3:43])([CH3:42])[CH3:41])(=[O:36])[CH2:25][CH2:26][CH2:27][CH2:28][CH2:29][CH2:30][CH2:31][CH2:32][C:33]([O-])=[O:34].C1(N=C=NC2CCCCC2)CCCCC1>C(Cl)Cl>[C:33]([O:19][CH2:18][CH2:17][O:16][CH2:15][N:14]1[C:10]([S:9][C:4]2[CH:3]=[C:2]([CH3:1])[CH:7]=[C:6]([CH3:8])[CH:5]=2)=[C:11]([CH:21]([CH3:23])[CH3:22])[N:12]=[C:13]1[CH3:20])(=[O:34])[CH2:32][CH2:31][CH2:30][CH2:29][CH2:28][CH2:27][CH2:26][CH2:25][C:24]([O:37][CH2:38][CH2:39][Si:40]([CH3:41])([CH3:42])[CH3:43])=[O:36]. Procedure: To a solution of the compound 1 (334 mg, 1 mmol), 60 (303 mg, 1.00 mmol) and N,N-dimethylaminopyridine (122 mg, 1 mmol) in methylene chloride (5 mL) was added 1,3-dicyclohexylcarbodiimide (206 mg, 1.08 mmol) under ice-cooling. The reaction mixture was stirred at room temperature for 18 hours. The precipitated insoluble matter was filtered off, and the filtrate was concentrated under reduced pressure. The residue was purified by chromatography on a silica gel column (eluate: hexane - ethyl acetat... Starting materials: O=C(Br)CBr, CCOC(C)=O, CC(=O)O, Cn1cncc1C(O)(c1ccc(Cl)cc1)c1ccc(N)c(C(=O)c2cccc(Cl)c2)c1, [Na+], [OH-]. The product is Cn1cncc1C(O)(c1ccc(Cl)cc1)c1ccc(NC(=O)CBr)c(C(=O)c2cccc(Cl)c2)c1. RXN SMILES: [Br:1][CH2:2][C:3](=[O:4])[Br:5].[CH3:37][CH2:38][O:39][C:40]([CH3:41])=[O:42].[CH3:45][C:46](=[O:47])[OH:48].[NH2:6][c:7]1[c:8]([C:28](=[O:29])[c:30]2[cH:31][c:32]([Cl:36])[cH:33][cH:34][cH:35]2)[cH:9][c:10]([C:13]([c:14]2[cH:15][n:16][cH:17][n:18]2[CH3:19])([OH:20])[c:21]2[cH:22][cH:23][c:24]([Cl:27])[cH:25][cH:26]2)[cH:11][cH:12]1.[Na+:44].[OH-:43]>>[Br:1][CH2:2][C:3](=[O:4])[NH:6][c:7]1[c:8]([C:28](=[O:29])[c:30]2[cH:31][c:32]([Cl:36])[cH:33][cH:34][cH:35]2)[cH:9][c:10]([C:13]([c:14]2[cH:15][n:16][cH:17][n:18]2[CH3:19])([OH:20])[c:21]2[cH:22][cH:23][c:24]([Cl:27])[cH:25][cH:26]2)[cH:11][cH:12]1. Starting materials: Cl.CN(CCCN=C=NCC)C (1-(3-dimethylaminopropyl)-3-ethylcarbodiimide hydrochloride), NC1=C(SC(=C1)C1=CC=C(C=C1)F)C(=O)O (3-amino-5-(4-fluorophenyl)thiophene-2-carboxylic acid), Cl.Cl.N1(CCCC1)C(C)C1=CC=C(C=C1)CCN (2-[4-(1-pyrrolidin-1-ylethyl)phenyl]ethanamine dihydrochloride), ON1N=NC2=C1C=CC=C2 (1-hydroxybenzotriazole), C(C)(C)N(C(C)C)CC (N,N-diisopropylethylamine). Solvent: C(C)(=O)OCC (ethyl acetate), CN(C)C=O (DMF). Conditions: time 8 hour. Yields the product NC1=C(SC(=C1)C1=CC=C(C=C1)F)C(=O)NCCC1=CC=C(C=C1)C(C)N1CCCC1 (3-amino-5-(4-fluorophenyl)-N-{2-[4-(1-pyrrolidin-1-ylethyl)phenyl]ethyl}thiophene-2-carboxamide). Yield: 45.4%. Reaction SMILES: [NH2:1][C:2]1[CH:6]=[C:5]([C:7]2[CH:12]=[CH:11][C:10]([F:13])=[CH:9][CH:8]=2)[S:4][C:3]=1[C:14]([OH:16])=O.Cl.Cl.[N:19]1([CH:24]([C:26]2[CH:31]=[CH:30][C:29]([CH2:32][CH2:33][NH2:34])=[CH:28][CH:27]=2)[CH3:25])[CH2:23][CH2:22][CH2:21][CH2:20]1.ON1C2C=CC=CC=2N=N1.C(N(CC)C(C)C)(C)C.Cl.CN(C)CCCN=C=NCC>C(OCC)(=O)C.CN(C=O)C>[NH2:1][C:2]1[CH:6]=[C:5]([C:7]2[CH:8]=[CH:9][C:10]([F:13])=[CH:11][CH:12]=2)[S:4][C:3]=1[C:14]([NH:34][CH2:33][CH2:32][C:29]1[CH:28]=[CH:27][C:26]([CH:24]([N:19]2[CH2:23][CH2:22][CH2:21][CH2:20]2)[CH3:25])=[CH:31][CH:30]=1)=[O:16] |f:1.2.3,6.7|. Procedure: To a mixture of 3-amino-5-(4-fluorophenyl)thiophene-2-carboxylic acid (0.20 g), 2-[4-(1-pyrrolidin-1-ylethyl)phenyl]ethanamine dihydrochloride (0.22 g), 1-hydroxybenzotriazole (0.16 g), N,N-diisopropylethylamine (0.30 ml) and DMF (3.0 ml) was added 1-(3-dimethylaminopropyl)-3-ethylcarbodiimide hydrochloride (0.15 g), and the mixture was stirred overnight at room temperature. The reaction mixture was diluted with ethyl acetate, washed with water and saturated brine, dried over anhydrous sodium su... The reactants are C(C)O (ethanol), C(C)O (ethanol), O.N[C@@H](CCCCN)C(=O)O (L-lysine hydrate), C(#N)C1=CC=C(C=C1)NC(C(=C(O)C1CC1)C#N)=O (2-cyano-3-cyclopropyl-3-hydroxyacrylic acid (4-cyanophenyl)amide). Solvent: O (water). Product: N[C@@H](CCCCN)C(=O)O.C(#N)C1=CC=C(C=C1)NC(C(=C(O)C1CC1)C#N)=O (2-Cyano-3-cyclopropyl-3-hydroxyacrylic acid (4-cyanophenyl)amide lysine salt). As a reaction SMILES: [C:1]([C:3]1[CH:8]=[CH:7][C:6]([NH:9][C:10](=[O:19])[C:11]([C:17]#[N:18])=[C:12]([CH:14]2[CH2:16][CH2:15]2)[OH:13])=[CH:5][CH:4]=1)#[N:2].C(O)C.O.[NH2:24][C@H:25]([C:31]([OH:33])=[O:32])[CH2:26][CH2:27][CH2:28][CH2:29][NH2:30]>O>[NH2:24][C@H:25]([C:31]([OH:33])=[O:32])[CH2:26][CH2:27][CH2:28][CH2:29][NH2:30].[C:1]([C:3]1[CH:4]=[CH:5][C:6]([NH:9][C:10](=[O:19])[C:11]([C:17]#[N:18])=[C:12]([CH:14]2[CH2:15][CH2:16]2)[OH:13])=[CH:7][CH:8]=1)#[N:2] |f:2.3,5.6|. Procedure: 15 g (0.054 mol) of 2-cyano-3-cyclopropyl-3-hydroxyacrylic acid (4-cyanophenyl)amide are dissolved in 900 ml of water and 10 ml of ethanol together with 9.6 g (0.054 mol) of L-lysine hydrate, filtered and lyophilized. Adhering residual amounts of ethanol are removed by drying under reduced pressure. The yield is 70.0%. Procedure: To a stirred solution of 2-(5-(N-(5-cyclopropyl-2-(4-fluorophenyl)-3-(methylcarbamoyl)benzofuran-6-yl)methylsulfonamido)-2-nitrophenyl)acetic acid (2.00 g, 3.44 mmol) in 10 mL of 1:1 DMF/MeOH was added 2 M TMS-diazomethane in hexane (0.786 g, 6.88 mmol) at 0° C. and reaction mixture stirred for 2 h. The reaction was diluted with water and extracted into EtOAc. The ethyl acetate solution was washed with water, dried over sodium sulfate and evaporated to dryness to give the title compound in 70% y... Reaction conditions: time 2 hour. Product: C1(CC1)C=1C(=CC2=C(C(=C(O2)C2=CC=C(C=C2)F)C(NC)=O)C1)N(S(=O)(=O)C)C=1C=CC(=C(C1)CC(=O)OC)[N+](=O)[O-] (Methyl 2-(5-(N-(5-cyclopropyl-2-(4-fluorophenyl)-3-(methylcarbamoyl)benzofuran-6-yl)methylsulfonamido)-2-nitrophenyl)acetate). Reaction SMILES: [CH:1]1([C:4]2[C:5]([N:24]([C:29]3[CH:30]=[CH:31][C:32]([N+:39]([O-:41])=[O:40])=[C:33]([CH2:35][C:36]([OH:38])=[O:37])[CH:34]=3)[S:25]([CH3:28])(=[O:27])=[O:26])=[CH:6][C:7]3[O:11][C:10]([C:12]4[CH:17]=[CH:16][C:15]([F:18])=[CH:14][CH:13]=4)=[C:9]([C:19](=[O:22])[NH:20][CH3:21])[C:8]=3[CH:23]=2)[CH2:3][CH2:2]1.[Si](C=[N+]=[N-])(C)(C)[CH3:43].CCCCCC>CN(C=O)C.CO.O>[CH:1]1([C:4]2[C:5]([N:24]([C:29]3[CH:30]=[CH:31][C:32]([N+:39]([O-:41])=[O:40])=[C:33]([CH2:35][C:36]([O:38][CH3:43])=[O:37])[CH:34]=3)[S:25]([CH3:28])(=[O:27])=[O:26])=[CH:6][C:7]3[O:11][C:10]([C:12]4[CH:17]=[CH:16][C:15]([F:18])=[CH:14][CH:13]=4)=[C:9]([C:19](=[O:22])[NH:20][CH3:21])[C:8]=3[CH:23]=2)[CH2:3][CH2:2]1 |f:3.4|. Run in CN(C)C=O.CO (DMF MeOH), O (water). Reactants: C1(CC1)C=1C(=CC2=C(C(=C(O2)C2=CC=C(C=C2)F)C(NC)=O)C1)N(S(=O)(=O)C)C=1C=CC(=C(C1)CC(=O)O)[N+](=O)[O-] (2-(5-(N-(5-cyclopropyl-2-(4-fluorophenyl)-3-(methylcarbamoyl)benzofuran-6-yl)methylsulfonamido)-2-nitrophenyl)acetic acid), [Si](C)(C)(C)C=[N+]=[N-] (TMS-diazomethane), CCCCCC (hexane).